Dataset: the Open Reaction Database (ORD), a public repository of structured organic reaction records. Task: describe an organic reaction: reactants, conditions, products, and yield Reactants: [Cl-].O[NH3+] (hydroxylammonium chloride), C(O)([O-])=O.[Na+] (sodium hydrogen carbonate), CS(=O)C (dimethyl sulfoxide), C(C)C=1N=C(N(C(C1CN1CCOCC1)=O)CC1=CC=C(C=C1)C=1C(=CC=CC1)C#N)CCC (4′-{[4-ethyl-5-(morpholin-4-ylmethyl)-6-oxo-2-propylpyrimidin-1(6H)-yl]methyl}biphenyl-2-carbonitrile). Solvent: O (water). Run at temperature 40 celsius, time 30 minute. Product: C(C)C1=C(C(N(C(=N1)CCC)CC1=CC=C(C=C1)C1=C(C=CC=C1)C1=NOC(N1)=O)=O)CN1CCOCC1 (6-ethyl-5-(morpholin-4-ylmethyl)-3-{[2′-(5-oxo-4,5-dihydro-1,2,4-oxadiazol-3-yl)biphenyl-4-yl]methyl}-2-propylpyrimidin-4(3H)-one). The yield is 59.0%. As a reaction SMILES: [Cl-].O[NH3+:3].[C:4](=[O:7])([O-])[OH:5].[Na+].CS(C)=O.[CH2:13]([C:15]1[N:16]=[C:17]([CH2:44][CH2:45][CH3:46])[N:18]([CH2:29][C:30]2[CH:35]=[CH:34][C:33]([C:36]3[C:37]([C:42]#[N:43])=[CH:38][CH:39]=[CH:40][CH:41]=3)=[CH:32][CH:31]=2)[C:19](=[O:28])[C:20]=1[CH2:21][N:22]1[CH2:27][CH2:26][O:25][CH2:24][CH2:23]1)[CH3:14]>O>[CH2:13]([C:15]1[N:16]=[C:17]([CH2:44][CH2:45][CH3:46])[N:18]([CH2:29][C:30]2[CH:35]=[CH:34][C:33]([C:36]3[CH:41]=[CH:40][CH:39]=[CH:38][C:37]=3[C:42]3[NH:3][C:4](=[O:7])[O:5][N:43]=3)=[CH:32][CH:31]=2)[C:19](=[O:28])[C:20]=1[CH2:21][N:22]1[CH2:23][CH2:24][O:25][CH2:26][CH2:27]1)[CH3:14] |f:0.1,2.3|. Reported procedure: A mixture of hydroxylammonium chloride (0.54 g), sodium hydrogen carbonate (0.77 g) and dimethyl sulfoxide (5 mL) was stirred at 40° C. for 30 min, 4′-{[4-ethyl-5-(morpholin-4-ylmethyl)-6-oxo-2-propylpyrimidin-1(6H)-yl]methyl}biphenyl-2-carbonitrile (0.21 g) was added, and the mixture was stirred at 90° C. for 24 hr. The reaction mixture was allowed to cool to room temperature, water was added to the reaction mixture, and the precipitated solid was collected by filtration. The obtained solid was... Reactants: NCCC1=CC=C(C=C1)O (Tyramine), C(C)(=O)O (acetic acid), C[C@]12CC[C@H]3[C@H]([C@@H]1CCC2=O)CCC4=C3C=CC(=C4)OC (estrone methyl ether), O1CCCC1 (tetrahydrofuran). Solvent: CO (methanol), C(C)(=O)OCC (ethyl acetate). Reaction conditions: time 21 hour. Product: OC1=CC=C(C=C1)CCN[C@@H]1[C@]2(C)[C@@H](CC1)[C@@H]1CCC=3C=C(C=CC3[C@H]1CC2)OC (N-(2'-(4"-Hydroxyphenyl)ethyl)-3-methoxyestra-1,3,5-(10)-triene-17β-amine). RXN SMILES: [NH2:1][CH2:2][CH2:3][C:4]1[CH:9]=[CH:8][C:7]([OH:10])=[CH:6][CH:5]=1.C(O)(=O)C.[CH3:15][C@@:16]12[C:24](=O)[CH2:23][CH2:22][C@H:21]1[C@@H:20]1[CH2:26][CH2:27][C:28]3[CH:33]=[C:32]([O:34][CH3:35])[CH:31]=[CH:30][C:29]=3[C@H:19]1[CH2:18][CH2:17]2.O1CCCC1>C(OCC)(=O)C.CO>[OH:10][C:7]1[CH:8]=[CH:9][C:4]([CH2:3][CH2:2][NH:1][C@H:24]2[CH2:23][CH2:22][C@H:21]3[C@H:20]4[C@H:19]([CH2:18][CH2:17][C@:16]23[CH3:15])[C:29]2[CH:30]=[CH:31][C:32]([O:34][CH3:35])=[CH:33][C:28]=2[CH2:27][CH2:26]4)=[CH:5][CH:6]=1. Procedure details: Tyramine (5.27 g), glacial acetic acid (5.27 g), estrone methyl ether (4.92 g) sodium cyanoborohydride (1.09 g), tetrahydrofuran (43 ml) were added to methanol (58 ml). The reacting mixture was allowed to stir for 21 hours at room temperature. TLC (ethyl acetate) revealed the formation of a more polar product (Rf 0.25). After 19 hours TLC revealed that the starting material still remained in the reaction solution. The system was warmed at 40° C. in an oil bath. The solution remained as a white u... The reactants are ClC=1NC2=C(N1)C=CC=C2 (2-chlorobenzimidazole), CC1=C(N)C=CC=C1C(F)(F)F (2-methyl-3-(trifluoromethyl)aniline). RXN SMILES: Cl[C:2]1[NH:3][C:4]2[CH:10]=[CH:9][CH:8]=[CH:7][C:5]=2[N:6]=1.[CH3:11][C:12]1[C:18]([C:19]([F:22])([F:21])[F:20])=[CH:17][CH:16]=[CH:15][C:13]=1[NH2:14]>>[N:6]1[C:5]2[CH:7]=[CH:8][CH:9]=[CH:10][C:4]=2[NH:3][C:2]=1[NH:14][C:13]1[CH:15]=[CH:16][CH:17]=[C:18]([C:19]([F:20])([F:21])[F:22])[C:12]=1[CH3:11]. The product is N1=C(NC2=C1C=CC=C2)NC2=C(C(=CC=C2)C(F)(F)F)C (N-(Benzimidazol-2-yl)-2-methyl-3-(trifluoromethyl)aniline). Procedure details: The title compound was prepared from 2-chlorobenzimidazole and 2-methyl-3-(trifluoromethyl)aniline by Procedure A. The product was isolated by filtration and preparative LCMS to give the title compound as the free base (white solid, mp 204-206° C.). MS(ES+) m/z 292 ([M+1]+, 100). Starting materials: ClC1=CC(=NC2=CC=CC=C12)N1CCOC2=C(C1)C=CC=C2 (4-(4-chloroquinolin-2-yl)-2,3,4,5-tetrahydro-1,4-benzoxazepine), C(CN)N (ethane-1,2-diamine). Conditions: temperature 150 celsius, time 3 hour. The product is O1CCN(CC2=C1C=CC=C2)C2=NC1=CC=CC=C1C(=C2)NCCN (N-[2-(2,3-Dihydro-1,4-benzoxazepin-4(5H)-yl)quinolin-4-yl]ethane-1,2-diamine). RXN SMILES: Cl[C:2]1[C:11]2[C:6](=[CH:7][CH:8]=[CH:9][CH:10]=2)[N:5]=[C:4]([N:12]2[CH2:18][C:17]3[CH:19]=[CH:20][CH:21]=[CH:22][C:16]=3[O:15][CH2:14][CH2:13]2)[CH:3]=1.[CH2:23]([NH2:26])[CH2:24][NH2:25]>>[O:15]1[C:16]2[CH:22]=[CH:21][CH:20]=[CH:19][C:17]=2[CH2:18][N:12]([C:4]2[CH:3]=[C:2]([NH:25][CH2:24][CH2:23][NH2:26])[C:11]3[C:6](=[CH:7][CH:8]=[CH:9][CH:10]=3)[N:5]=2)[CH2:13][CH2:14]1. Procedure details: The mixture of 4-(4-chloroquinolin-2-yl)-2,3,4,5-tetrahydro-1,4-benzoxazepine (100 mg, 0.32 mmol) and 1.6 mL of ethane-1,2-diamine was heated with stirring in a 5 mL microwave process vial for 3 hours at 150° C. under microwave irradiation. The mixture was concentrate in vacuo to give a residue which was purified by preparative HPLC to give 31 mg of product as a white solid. MS obsd. (ESI+) [(M+H)+] 335. 1H NMR (400 MHz, CD3OD) δ ppm 8.61 (s, 1 H), 7.90 (d, J=7.6 Hz, 1 H), 7.60-7.51 (m, 3 H), 7.... The reactants are C(#N)C=1C=CC2=C(NCC(O2)(C)C)C1 (6-cyano3,4-dihydro-2,2-dimethyl-2H-1,4-benzoxazine), CC(C(C)=O)=O (2,3-butanedione), C1(=CC=C(C=C1)S(=O)(=O)O)C (p-toluenesulfonic acid). Run in C1(=CC=CC=C1)C (toluene). Product: C(#N)C=1C=CC2=C(N(CC(O2)(C)C)C2=C(OC(=C2)C)C)C1 (6-cyano-3,4-dihydro-2,2-dimethyl-4-(2,5-dimethyl-3-furyl)-2H-1,4-benzoxazine). Reaction SMILES: [C:1]([C:3]1[CH:4]=[CH:5][C:6]2[O:11][C:10]([CH3:13])([CH3:12])[CH2:9][NH:8][C:7]=2[CH:14]=1)#[N:2].[CH3:15][C:16](=[O:20])[C:17](=O)[CH3:18].[C:21]1(C)C=CC(S(O)(=O)=O)=C[CH:22]=1>C1(C)C=CC=CC=1>[C:1]([C:3]1[CH:4]=[CH:5][C:6]2[O:11][C:10]([CH3:12])([CH3:13])[CH2:9][N:8]([C:18]3[CH:17]=[C:16]([CH3:15])[O:20][C:21]=3[CH3:22])[C:7]=2[CH:14]=1)#[N:2]. Procedure details: In 2 ml of toluene were dissolved 0.5 g of 6-cyano3,4-dihydro-2,2-dimethyl-2H-1,4-benzoxazine, 1.2 ml of 2,3-butanedione and a catalytic amount of p-toluenesulfonic acid and the mixture was stirred at 100° C. for 2 days. The solvent was then distilled off under reduced pressure and the residue was re-dissolved in toluene, washed with saturated aqueous sodium hydrogen carbonate solution and saturated aqueous sodium chloride solution, and dried over anhydrous magnesium sulfate. The solvent was the...